This data is from the Open Reaction Database (ORD), a public repository of structured organic reaction records. The task is: describe an organic reaction: reactants, conditions, products, and yield Starting materials: CSCCl, CN(C)C=O, [H-], [Na+], OCc1nc2ccccc2[nH]1. The product is CSCn1c(CO)nc2ccccc21. RXN SMILES: [CH3:14][S:15][CH2:16][Cl:17].[CH3:18][N:19]([CH3:20])[CH:21]=[O:22].[H-:12].[Na+:13].[OH:1][CH2:2][c:3]1[nH:4][c:5]2[c:6]([n:7]1)[cH:8][cH:9][cH:10][cH:11]2>>[OH:1][CH2:2][c:3]1[n:4][c:5]2[c:6]([n:7]1[CH2:16][S:15][CH3:14])[cH:8][cH:9][cH:10][cH:11]2. Reactants: C(CCC)N1N=C(N=C2C1=NC(N(C2=O)C)=O)C2=CC(=CC=C2)OC2=CC=CC=C2 (1-Butyl-6-methyl-3-[3-phenoxyphenyl]-1H-pyrimido[5,4-e][1,2,4]triazine-5,7-dione), COC=1C=C(C=O)C=CC1OC (3,4-dimethoxybenzaldehyde). Product: C(CCC)N1N=C(N=C2C1=NC(N(C2=O)C)=O)C2=CC(=C(C=C2)OC)OC (1-Butyl-6-methyl-3-[3,4-dimethoxyphenyl]-1H-pyrimido[5,4-e][1,2,4]triazine-5,7-dione). RXN SMILES: [CH2:1]([N:5]1[C:10]2=[N:11][C:12](=[O:17])[N:13]([CH3:16])[C:14](=[O:15])[C:9]2=[N:8][C:7]([C:18]2[CH:23]=[CH:22][CH:21]=[C:20]([O:24][C:25]3C=CC=CC=3)[CH:19]=2)=[N:6]1)[CH2:2][CH2:3][CH3:4].[CH3:31][O:32]C1C=C(C=CC=1OC)C=O>>[CH2:1]([N:5]1[C:10]2=[N:11][C:12](=[O:17])[N:13]([CH3:16])[C:14](=[O:15])[C:9]2=[N:8][C:7]([C:18]2[CH:23]=[CH:22][C:21]([O:32][CH3:31])=[C:20]([O:24][CH3:25])[CH:19]=2)=[N:6]1)[CH2:2][CH2:3][CH3:4]. Procedure: Compound 21 is prepared, as described in 4, by reacting the hydrazine 20 (176 mg, 0.54 mmol) with 3,4-dimethoxybenzaldehyde (88 mg, 0.54 mmol). The reactants are Cc1cc(OCc2ccccc2)c(Br)cc1C(=O)O, CN(C)C=O, ClC(Cl)Cl, O=C(Cl)C(=O)Cl. The product is Cc1cc(OCc2ccccc2)c(Br)cc1C(=O)Cl. As a reaction SMILES: [CH2:1]([c:2]1[cH:3][cH:4][cH:5][cH:6][cH:7]1)[O:8][c:9]1[cH:10][c:11]([CH3:19])[c:12]([C:13](=[O:14])[OH:15])[cH:16][c:17]1[Br:18].[CH3:26][N:27]([CH3:28])[CH:29]=[O:30].[CH:31]([Cl:32])([Cl:33])[Cl:34].[Cl:20][C:21]([C:22]([Cl:23])=[O:24])=[O:25]>>[CH2:1]([c:2]1[cH:3][cH:4][cH:5][cH:6][cH:7]1)[O:8][c:9]1[cH:10][c:11]([CH3:19])[c:12]([C:13](=[O:14])[Cl:20])[cH:16][c:17]1[Br:18]. The reactants are 4-dimethyl-aminopyridine, FC=1C=C(C=C(C1SC)F)CO ([3,5-difluoro-4-(methylthio)-phenyl]-methanol), CS(=O)(=O)Cl (methanesulfonylchloride), C(C)(C)N(CC)C(C)C (diisopropyl-ethylamine), Cl (HCl). Solvent: ClCCl (dichloromethane). Reaction conditions: time 18 hour. The product is ClCC=1C=C(C(=C(C1)F)SC)F (5-(chloromethyl)-1,3-difluoro-2-(methylthio)benzene). Isolated yield 94.7%. As a reaction SMILES: [F:1][C:2]1[CH:3]=[C:4]([CH2:11]O)[CH:5]=[C:6]([F:10])[C:7]=1[S:8][CH3:9].CS([Cl:17])(=O)=O.C(N(C(C)C)CC)(C)C.Cl>ClCCl>[Cl:17][CH2:11][C:4]1[CH:5]=[C:6]([F:10])[C:7]([S:8][CH3:9])=[C:2]([F:1])[CH:3]=1. Procedure details: To a solution of [3,5-difluoro-4-(methylthio)-phenyl]-methanol (24.0 g, 0.126 mol) in dichloromethane (300 mL) cooled in an ice bath was added methanesulfonylchloride (16.9 g, 0.147 mol) in portions followed by diisopropyl-ethylamine in portions. The mixture was allowed to warm to room temperature, and stirred for 18 hours. 4-dimethyl-aminopyridine was added and the mixture was heated to reflux for 2 hours, cooled, and stirred at room temperature for 18 hours. The mixture was poured into dilute ...